This data is from the Open Reaction Database (ORD), a public repository of structured organic reaction records. The task is: describe an organic reaction: reactants, conditions, products, and yield Product: CC1(OCCO1)CCC(C)=O (4-(2-methyl[1,3]dioxolan-2-yl)butan-2-one). Procedure details: A commercially available hexan-2,5-dion (137 g) was dissolved in benzene (300 ml). Thereafter, ethylene glycol (100 ml) and p-toluenesulfonic acid (11.4 g) were added to the solution, and the mixture was then dehydrated by heating to reflux for 5 hours. The reaction product was diluted with ethyl acetate, and then washed with an aqueous saturated sodium bicarbonate solution and a saturated saline solution. The organic layer was then dried over anhydrous sodium sulfate. The solvent was-distilled ... Solvent: C(C)(=O)OCC (ethyl acetate), C1=CC=CC=C1 (benzene). As a reaction SMILES: [CH3:1][C:2](=[O:8])[CH2:3][CH2:4][C:5](=[O:7])[CH3:6].[CH2:9](O)[CH2:10][OH:11].C1(C)C=CC(S(O)(=O)=O)=CC=1>C1C=CC=CC=1.C(OCC)(=O)C>[CH3:6][C:5]1([CH2:4][CH2:3][C:2](=[O:8])[CH3:1])[O:11][CH2:10][CH2:9][O:7]1. The reactants are C(CO)O (ethylene glycol), C1(=CC=C(C=C1)S(=O)(=O)O)C (p-toluenesulfonic acid), CC(CCC(C)=O)=O (hexan-2,5-dion). The reactants are [C@H]1([C@@H](O)[C@@H](O)[C@H](O)[C@H](O1)CO)OCC=1C=C(C=CC1)C=1C=C(C=CC1)CC(=O)O (3-(3-(α-D-mannopyranosyloxymethyl)phenyl)phenylacetic acid), CO (methanol). Reagents/catalysts: S(O)(O)(=O)=O (sulfuric acid). Yields the product [C@H]1([C@@H](O)[C@@H](O)[C@H](O)[C@H](O1)CO)OCC=1C=C(C=CC1)C=1C=C(C=CC1)CC(=O)OC (methyl 3-(3-(α-D-mannopyranosyloxymethyl)phenyl)phenylacetate). Yield: 77.0%. Reaction SMILES: [C@H:1]1([O:12][CH2:13][C:14]2[CH:15]=[C:16]([C:20]3[CH:21]=[C:22]([CH2:26][C:27]([OH:29])=[O:28])[CH:23]=[CH:24][CH:25]=3)[CH:17]=[CH:18][CH:19]=2)[O:9][C@H:8]([CH2:10][OH:11])[C@@H:6]([OH:7])[C@H:4]([OH:5])[C@@H:2]1[OH:3].[CH3:30]O>S(=O)(=O)(O)O>[C@H:1]1([O:12][CH2:13][C:14]2[CH:15]=[C:16]([C:20]3[CH:21]=[C:22]([CH2:26][C:27]([O:29][CH3:30])=[O:28])[CH:23]=[CH:24][CH:25]=3)[CH:17]=[CH:18][CH:19]=2)[O:9][C@H:8]([CH2:10][OH:11])[C@@H:6]([OH:7])[C@H:4]([OH:5])[C@@H:2]1[OH:3]. Procedure details: 3-(3-(α-D-mannopyranosyloxymethyl)phenyl)phenylacetic acid (0.05 g, 0.12 mmol), methanol (10 ml), and concentrated sulfuric acid (2 drops) were heated reflux for 1 hour in a 25 ml flask, then quenched with saturated sodium bicarbonate solution, diluted with water (5 ml), extracted with methylene chloride (3×5 ml), washed with brine (10 ml), dried (MgSO4), concentrated under reduced pressure. The residue was purified by flash chromatography (SiO2, 5:1/methylene chloride:methanol) which gave methy... Starting materials: FC(CNC(NC1=NN(C=C1)CCCCC#N)=S)(F)F (5-(3-[3-(2,2,2-trifluoroethyl)thioureido]pyrazol-1-yl)valeronitrile), N (ammonia), Mercuric oxide. The solvent is CCO (EtOH). Run at time 30 minute. The product is FC(CN=C(NC1=NN(C=C1)CCCCC#N)N)(F)F (5-[3-(2-[2,2,2-trifluoroethyl]guanidino)pyrazol-1-yl]valeronitrile). Reaction SMILES: [F:1][C:2]([F:20])([F:19])[CH2:3][NH:4][C:5](=S)[NH:6][C:7]1[CH:11]=[CH:10][N:9]([CH2:12][CH2:13][CH2:14][CH2:15][C:16]#[N:17])[N:8]=1.[NH3:21]>CCO>[F:1][C:2]([F:20])([F:19])[CH2:3][N:4]=[C:5]([NH2:21])[NH:6][C:7]1[CH:11]=[CH:10][N:9]([CH2:12][CH2:13][CH2:14][CH2:15][C:16]#[N:17])[N:8]=1. Reported procedure: The above thiourea (12.5 g.) was dissolved in 8 M ammonia in EtOH (120 ml.). Mercuric oxide (12.8 g.) was added and the mixture was stirred at 20° for 30 minutes. The resulting mixture was filtered and the filtrate was evaporated in vacuo to give 5-[3-(2-[2,2,2-trifluoroethyl]guanidino)pyrazol-1-yl]valeronitrile as an oil. A sample of the oil was dissolved in acetone and 5 molecular equivalents of maleic acid was added. Ether was added to the resulting clear solution to produce the crystalline m... Starting materials: solution, N (ammonia), solution, C(=O)(Cl)Cl (phosgene), CN1C(CNC(C2=C1C=CC(=C2)Cl)C2=CC=CC=C2)=O ((+)-1-methyl-5-phenyl-7-chloro-1,3,4,5-tetrahydro-2H-1,4-benzodiazepine-2-one), C([O-])(O)=O.[Na+] (sodium bicarbonate). Run in CO (methanol), C1=CC=CC=C1 (benzene), C1=CC=CC=C1 (benzene). Conditions: time 2 hour. Yields the product CN1C(CN(C(C2=C1C=CC(=C2)Cl)C2=CC=CC=C2)C(N)=O)=O ((-)-1-methyl-4-carbamoyl-5-phenyl-7-chloro-1,3,4,5-tetrahydro-2H-1,4-benzodiazepine-2-one). Yield: 87.5%. As a reaction SMILES: [CH3:1][N:2]1[C:8]2[CH:9]=[CH:10][C:11]([Cl:13])=[CH:12][C:7]=2[CH:6]([C:14]2[CH:19]=[CH:18][CH:17]=[CH:16][CH:15]=2)[NH:5][CH2:4][C:3]1=[O:20].[C:21](=[O:24])(O)[O-].[Na+].C(Cl)(Cl)=O.[NH3:30]>C1C=CC=CC=1.CO>[CH3:1][N:2]1[C:8]2[CH:9]=[CH:10][C:11]([Cl:13])=[CH:12][C:7]=2[CH:6]([C:14]2[CH:19]=[CH:18][CH:17]=[CH:16][CH:15]=2)[N:5]([C:21](=[O:24])[NH2:30])[CH2:4][C:3]1=[O:20] |f:1.2|. Procedure: 2.1 g (7.32 mmoles) of (+)-1-methyl-5-phenyl-7-chloro-1,3,4,5-tetrahydro-2H-1,4-benzodiazepine-2-one are dissolved in 20 ml of benzene. 1.26 of solid sodium bicarbonate are added to the solution, and then 22 ml. of a 10% solution of phosgene in benzene are added dropwise at 10° to 15° C. The mixture is stirred for 2 hours, then 10 ml. of a 10% solution of ammonia in methanol are added, and the mixture is stirred at room temperature overnight. The separated inorganic salts are filtered off, and t... Starting materials: COC1=CC=C(COC=2C=CC(N(C2)CC(=O)N)=NS(=O)(=O)C2=CC=C(C=C2)C)C=C1 (2-[5-[(4-methoxybenzyl)oxy]-2-{[(4-methylphenyl)sulfonyl]imino}pyridin-1(2H)-yl]acetamide), CO (Methanol), [OH-].[Na+] (sodium hydroxide), FC(C(=O)OC(C(F)(F)F)=O)(F)F (trifluoroacetic acid anhydride). Run in C(C)(=O)OCC (ethyl acetate), O (Water), O1CCCC1 (tetrahydrofuran). Conditions: time 1 hour. Product: COC1=CC=C(COC=2C=CC=3N(C2)C=C(N3)N)C=C1 (6-[(4-methoxybenzyl)oxy]imidazo[1,2-a]pyridin-2-amine). Yield: 67.8%. Reaction SMILES: [CH3:1][O:2][C:3]1[CH:31]=[CH:30][C:6]([CH2:7][O:8][C:9]2[CH:10]=[CH:11][C:12](=[N:19]S(C3C=CC(C)=CC=3)(=O)=O)[N:13]([CH2:15][C:16]([NH2:18])=O)[CH:14]=2)=[CH:5][CH:4]=1.FC(F)(F)C(OC(=O)C(F)(F)F)=O.CO.[OH-].[Na+]>O1CCCC1.C(OCC)(=O)C.O>[CH3:1][O:2][C:3]1[CH:31]=[CH:30][C:6]([CH2:7][O:8][C:9]2[CH:10]=[CH:11][C:12]3[N:13]([CH:15]=[C:16]([NH2:18])[N:19]=3)[CH:14]=2)=[CH:5][CH:4]=1 |f:3.4|. Procedure details: To a suspension of 2-[5-[(4-methoxybenzyl)oxy]-2-{[(4-methylphenyl)sulfonyl]imino}pyridin-1(2H)-yl]acetamide (20.8 g, 47.1 mmol) in tetrahydrofuran (200 mL) was added trifluoroacetic acid anhydride (49.5 g, 235.5 mmol) at 0° C., and the mixture was stirred for 1 hr. Methanol (100 mL) was added to the reaction mixture, 8N aqueous sodium hydroxide solution was added until pH reached 12 to 13, and the mixture was stirred at room temperature for 3 hr. Water and ethyl acetate were added to the reacti...